describe an organic reaction: reactants, conditions, products, and yield From a dataset of the Open Reaction Database (ORD), a public repository of structured organic reaction records. Starting materials: BrB(Br)Br, CO, COC(=O)c1cc(-c2ccc(OC)cc2)c(-c2ccccc2Cl)s1, ClCCl. Product: COC(=O)c1cc(-c2ccc(O)cc2)c(-c2ccccc2Cl)s1. Reaction SMILES: [B:25]([Br:26])([Br:27])[Br:28].[CH3:29][OH:30].[Cl:1][c:2]1[c:3](-[c:8]2[c:9](-[c:17]3[cH:18][cH:19][c:20]([O:23][CH3:24])[cH:21][cH:22]3)[cH:10][c:11]([C:13](=[O:14])[O:15][CH3:16])[s:12]2)[cH:4][cH:5][cH:6][cH:7]1.[Cl:31][CH2:32][Cl:33]>>[Cl:1][c:2]1[c:3](-[c:8]2[c:9](-[c:17]3[cH:18][cH:19][c:20]([OH:23])[cH:21][cH:22]3)[cH:10][c:11]([C:13](=[O:14])[O:15][CH3:16])[s:12]2)[cH:4][cH:5][cH:6][cH:7]1. Reactants: Nc1c(Cl)cc(Br)cc1Cl, CC(C)(C)C(=O)Cl, Cl, c1ccncc1. The product is CC(C)(C)C(=O)Nc1c(Cl)cc(Br)cc1Cl. As a reaction SMILES: [Br:2][c:3]1[cH:4][c:5]([Cl:11])[c:6]([NH2:7])[c:8]([Cl:10])[cH:9]1.[C:12]([C:13]([CH3:14])([CH3:15])[CH3:16])(=[O:17])[Cl:18].[ClH:1].[cH:19]1[cH:20][cH:21][n:22][cH:23][cH:24]1>>[Br:2][c:3]1[cH:4][c:5]([Cl:11])[c:6]([NH:7][C:12]([C:13]([CH3:14])([CH3:15])[CH3:16])=[O:17])[c:8]([Cl:10])[cH:9]1. Starting materials: C(C)(=O)[O-].[Na+] (sodium acetate), C(#N)CC(=O)NC(OCC)=O (ethyl (2-cyanoacetyl)carbamate), NC1=CC(=C(C=C1)C(C#N)C1=CC=C(C=C1)Cl)OC (4-amino-α-(4-chlorophenyl)-2-methoxybenzeneacetonitrile), Cl (hydrochloric acid), N(=O)[O-].[Na+] (sodium nitrite). Solvent: O (water), C(C)(=O)O (acetic acid), O (water). Reaction conditions: time 2 hour. Product: ClC1=CC=C(C=C1)C(C1=C(C=C(C=C1)NN=C(C(=O)NC(OCC)=O)C#N)OC)C#N (ethyl [2-[[4-[(4-chlorophenyl)cyanomethyl]-3-methoxyphenyl]hydrazono]-2-cyanoacetyl]carbamate). As a reaction SMILES: [NH2:1][C:2]1[CH:7]=[CH:6][C:5]([CH:8]([C:11]2[CH:16]=[CH:15][C:14]([Cl:17])=[CH:13][CH:12]=2)[C:9]#[N:10])=[C:4]([O:18][CH3:19])[CH:3]=1.Cl.[N:21]([O-])=O.[Na+].C([O-])(=O)C.[Na+].[C:30]([CH2:32][C:33]([NH:35][C:36](=[O:40])[O:37][CH2:38][CH3:39])=[O:34])#[N:31]>O.C(O)(=O)C>[Cl:17][C:14]1[CH:15]=[CH:16][C:11]([CH:8]([C:9]#[N:10])[C:5]2[CH:6]=[CH:7][C:2]([NH:1][N:21]=[C:32]([C:30]#[N:31])[C:33]([NH:35][C:36](=[O:40])[O:37][CH2:38][CH3:39])=[O:34])=[CH:3][C:4]=2[O:18][CH3:19])=[CH:12][CH:13]=1 |f:2.3,4.5|. Reported procedure: To a stirred and cooled (5°-10° C.) mixture of 5.6 parts of 4-amino-α-(4-chlorophenyl)-2-methoxybenzeneacetonitrile, 6.2 parts of concentrated hydrochloric acid and 50 parts of acetic acid is added dropwise, during a 15 minutes period, a solution of 1.25 parts of sodium nitrite in 10 parts of water at about 10° C. Upon completion, the whole is stirred for 60 minutes and then 3.6 parts of anhydrous sodium acetate and 2.8 parts of ethyl (2-cyanoacetyl)carbamate are added and stirring is continued ...